This data is from the Open Reaction Database (ORD), a public repository of structured organic reaction records. The task is: describe an organic reaction: reactants, conditions, products, and yield Solvent: Cl (hydrogen chloride), O1CCOCC1 (1,4-dioxane), C(C)OCC (diethyl ether). Run at time 8 hour. Reaction SMILES: [Cl:1][C:2]1[CH:3]=[C:4]2[CH2:16][CH2:15][C@@H:14]([CH2:17][C:18](=[O:38])[NH:19][C:20]3[CH:25]=[CH:24][C:23]([CH2:26][NH:27]C(OC(C)(C)C)=O)=[CH:22][C:21]=3[C:35]([OH:37])=[O:36])[N:6]3[C:7](=[O:13])[C:8](=[O:12])[NH:9][C:10]([CH:11]=1)=[C:5]23>Cl.O1CCOCC1.C(OCC)C>[ClH:1].[Cl:1][C:2]1[CH:3]=[C:4]2[CH2:16][CH2:15][C@@H:14]([CH2:17][C:18](=[O:38])[NH:19][C:20]3[CH:25]=[CH:24][C:23]([CH2:26][NH2:27])=[CH:22][C:21]=3[C:35]([OH:37])=[O:36])[N:6]3[C:7](=[O:13])[C:8](=[O:12])[NH:9][C:10]([CH:11]=1)=[C:5]23 |f:4.5|. Reported procedure: A suspension of (S)-9-chloro-5-(p-tert-butoxycarbonylaminomethyl-o-carboxyphenylcarbamoylmethyl)-6,7-dihydro-1H, 5H-pyrido[1,2,3-de]-quinoxaline-2,3-dione (430 mg) in 2N hydrogen chloride in 1,4-dioxane (14 mL) was stirred overnight at room temperature and diluted with diethyl ether. The precipitates were collected by filtration and recrystallized from water to give 350 mg of the title compound. The yield is 184.4%. The product is Cl.ClC=1C=C2C=3N(C(C(NC3C1)=O)=O)[C@@H](CC2)CC(NC2=C(C=C(C=C2)CN)C(=O)O)=O ((S)-9-Chloro-5-(p-aminomethyl-o-carboxyphenylcarbamoylmethyl)-6,7-dihydro-1H, 5H-pyrido[1,2,3-de]quinoxaline-2,3-dione hydrochloride). The reactants are ClC=1C=C2C=3N(C(C(NC3C1)=O)=O)[C@@H](CC2)CC(NC2=C(C=C(C=C2)CNC(=O)OC(C)(C)C)C(=O)O)=O ((S)-9-chloro-5-(p-tert-butoxycarbonylaminomethyl-o-carboxyphenylcarbamoylmethyl)-6,7-dihydro-1H, 5H-pyrido[1,2,3-de]-quinoxaline-2,3-dione). Reactants: O=C(O)c1cccnc1Cl, C1COCCO1, CC(O)CN1CCNCC1. Yields the product CC(O)CN1CCN(c2ncccc2C(=O)O)CC1. RXN SMILES: [Cl:11][c:12]1[c:13]([C:14](=[O:15])[OH:16])[cH:17][cH:18][cH:19][n:20]1.[O:21]1[CH2:22][CH2:23][O:24][CH2:25][CH2:26]1.[OH:1][CH:2]([CH2:3][N:4]1[CH2:5][CH2:6][NH:7][CH2:8][CH2:9]1)[CH3:10]>>[OH:1][CH:2]([CH2:3][N:4]1[CH2:5][CH2:6][N:7]([c:12]2[c:13]([C:14](=[O:15])[OH:16])[cH:17][cH:18][cH:19][n:20]2)[CH2:8][CH2:9]1)[CH3:10]. Reactants: CCO, N#CCc1ccc(C2CCCCC2)c(Cl)c1, O, O=S(=O)(O)O. The product is CCOC(=O)Cc1ccc(C2CCCCC2)c(Cl)c1. RXN SMILES: [CH3:17][CH2:18][OH:19].[Cl:1][c:2]1[cH:3][c:4]([CH2:14][C:15]#[N:16])[cH:5][cH:6][c:7]1[CH:8]1[CH2:9][CH2:10][CH2:11][CH2:12][CH2:13]1.[OH2:25].[S:20]([OH:21])(=[O:22])(=[O:23])[OH:24]>>[Cl:1][c:2]1[cH:3][c:4]([CH2:14][C:15]([O:19][CH2:18][CH3:17])=[O:21])[cH:5][cH:6][c:7]1[CH:8]1[CH2:9][CH2:10][CH2:11][CH2:12][CH2:13]1. Reactants: C(CCCCC)=O (hexanal), C(=O)C=P(C1=CC=CC=C1)(C1=CC=CC=C1)C1=CC=CC=C1 (formylmethylenetriphenylphosphorane). Reaction SMILES: [CH:1](=[O:7])[CH2:2][CH2:3][CH2:4][CH2:5][CH3:6].[CH:8]([CH:10]=P(C1C=CC=CC=1)(C1C=CC=CC=1)C1C=CC=CC=1)=O>>[CH:1](=[O:7])/[CH:2]=[CH:3]/[CH2:4][CH2:5][CH2:6][CH2:8][CH3:10]. Procedure: from 20 g of hexanal and 42.6 g of formylmethylenetriphenylphosphorane. Yields the product C(\C=C\CCCCC)=O (2-trans-Octenal). Starting materials: ClC=1N=NC(=C(C1C1=C(C=C(C=C1F)F)F)C1=CC=C(C=C1)C#C)C (3-chloro-5-(4-ethynylphenyl)-6-methyl-4-(2,4,6-trifluorophenyl)pyridazine), C[O-].[Na+] (sodium methoxide), O1CCCC1 (tetrahydrofuran). Solvent: O (water). Reaction conditions: temperature 55 celsius. The product is FC1=C(C(=CC(=C1)OC)F)C1=C(N=NC(=C1C1=CC=C(C=C1)C#C)C)OC (4-(2,6-difluoro-4-methoxyphenyl)-5-(4-ethynylphenyl)-3-methoxy-6-methylpyridazine). As a reaction SMILES: Cl[C:2]1[N:3]=[N:4][C:5]([CH3:25])=[C:6]([C:17]2[CH:22]=[CH:21][C:20]([C:23]#[CH:24])=[CH:19][CH:18]=2)[C:7]=1[C:8]1[C:13]([F:14])=[CH:12][C:11](F)=[CH:10][C:9]=1[F:16].[CH3:26][O-:27].[Na+].[O:29]1[CH2:33]CCC1>O>[F:16][C:9]1[CH:10]=[C:11]([O:27][CH3:26])[CH:12]=[C:13]([F:14])[C:8]=1[C:7]1[C:6]([C:17]2[CH:22]=[CH:21][C:20]([C:23]#[CH:24])=[CH:19][CH:18]=2)=[C:5]([CH3:25])[N:4]=[N:3][C:2]=1[O:29][CH3:33] |f:1.2|. Procedure details: A mixture of 3-chloro-5-(4-ethynylphenyl)-6-methyl-4-(2,4,6-trifluorophenyl)pyridazine (Compound No. 2, 1.0 g), sodium methoxide (30% solution in methanol, 1.78 g) and 20 ml of tetrahydrofuran is heated to 55° C. for 2 h. Subsequently the reaction mixture is cooled, diluted with water and extracted with ethyl acetate. The combined organic layer is washed with water and brine, dried over sodium sulfate and evaporated under reduced pressure. The residue is purified by chromatography on silica gel,... Starting materials: C(C)O (ethanol), [Cl-].C(#N)C1=NC(=CC2=C1N=C(N2)C[P+](C2=CC=CC=C2)(C2=CC=CC=C2)C2=CC=CC=C2)C2=CC(=C(C=C2)OCC)C(F)(F)F ([4-cyano-6-(4-ethoxy-3-trifluoromethyl-phenyl)-1H-imidazo[4,5-c]pyridin-2-ylmethyl]-triphenyl-phosphonium chloride), ClCC=O (chloroacetaldehyde), N12CCCCCC2=NCCC1 (1,8-diazabicyclo[5.4.0]undec-7-ene). Solvent: C1CCOC1 (THF). Yields the product ClCC=CC=1NC2=C(C(=NC(=C2)C2=CC(=C(C=C2)OCC)C(F)(F)F)C#N)N1 (2-(3-Chloro-propenyl)-6-(4-ethoxy-3-trifluoromethyl-phenyl)-1H-imidazo[4,5-c]pyridine-4-carbonitrile). As a reaction SMILES: [Cl-].[C:2]([C:4]1[C:9]2[N:10]=[C:11]([CH2:13][P+](C3C=CC=CC=3)(C3C=CC=CC=3)C3C=CC=CC=3)[NH:12][C:8]=2[CH:7]=[C:6]([C:33]2[CH:38]=[CH:37][C:36]([O:39][CH2:40][CH3:41])=[C:35]([C:42]([F:45])([F:44])[F:43])[CH:34]=2)[N:5]=1)#[N:3].[Cl:46][CH2:47][CH:48]=O.N12CCCN=C1CCCCC2.C(O)C>C1COCC1>[Cl:46][CH2:47][CH:48]=[CH:13][C:11]1[NH:12][C:8]2[CH:7]=[C:6]([C:33]3[CH:38]=[CH:37][C:36]([O:39][CH2:40][CH3:41])=[C:35]([C:42]([F:44])([F:45])[F:43])[CH:34]=3)[N:5]=[C:4]([C:2]#[N:3])[C:9]=2[N:10]=1 |f:0.1|. Reported procedure: A solution of [4-cyano-6-(4-ethoxy-3-trifluoromethyl-phenyl)-1H-imidazo[4,5-c]pyridin-2-ylmethyl]-triphenyl-phosphonium chloride (167.2 mg, 0.26 mmol), chloroacetaldehyde (50% in water) (32,6 mg, 0.41 mmol) and 1,8-diazabicyclo[5.4.0]undec-7-ene (62.4 mg, 0.41 mmol) was dissolved in a 1:1 mixture of THF:ethanol (4 ml) at room temperature overnight. The mixture was concentrated and purified on preparative HPLC to afford the title compound. MS m/z 407.5 (m+1). The reactants are C(C=C)(=O)O (acrylic acid), polystyrene, C(C=C)(=O)OCCCC (n-butyl acrylate), S(=O)(=O)([O-])OOS(=O)(=O)[O-].[Na+].[Na+] (sodium persulfate), [OH-].[Na+] (sodium hydroxide), S(=O)(=O)(OCCCCCCCCCCCC)[O-].[Na+] (sodium dodecyl sulfate), O (water), S(=O)(=O)(OCCCCCCCCCCCC)[O-].[Na+] (sodium dodecyl sulfate), C=C1C(=O)OCC1 (α-methylene-γ-butyrolactone), O (water). Run at temperature 73 celsius, time 60 minute. Product: C=C1C(=O)OCC1.C(C=C)(=O)OCCCC.C(C=C)(=O)O (α-methylene-γ-butyrolactone n-butyl acrylate acrylic acid). Reaction SMILES: O.S([O-])(OCCCCCCCCCCCC)(=O)=O.[Na+].[CH2:20]=[C:21]1[CH2:26][CH2:25][O:24][C:22]1=[O:23].[C:27]([O:31][CH2:32][CH2:33][CH2:34][CH3:35])(=[O:30])[CH:28]=[CH2:29].[C:36]([OH:40])(=[O:39])[CH:37]=[CH2:38].S(OOS([O-])(=O)=O)([O-])(=O)=O.[Na+].[Na+].[OH-].[Na+]>>[CH2:20]=[C:21]1[CH2:26][CH2:25][O:24][C:22]1=[O:23].[C:27]([O:31][CH2:32][CH2:33][CH2:34][CH3:35])(=[O:30])[CH:28]=[CH2:29].[C:36]([OH:40])(=[O:39])[CH:37]=[CH2:38] |f:1.2,6.7.8,9.10,11.12.13|. Procedure details: To a 100 mL round bottom flask equipped with a magnetic stir bar was added 8.819 g (0.490 mol) water and 0.116 g (4.02×10−4 mol) sodium dodecyl sulfate (20% aqueous solution). The mixture was heated under flowing nitrogen to 73° C., at which time a monomer mixture consisting of 2.102 g (2.14×10−2 mol) α-methylene-γ-butyrolactone, 2.102 g n-butyl acrylate (1.64×10−2 mol) and 0.220 g (3.66×10−3 mol) acrylic acid was added via syringe pump over 115 minutes. After 10 minutes of monomer mixture addit... The reactants are C(C)O (ethanol), C(C)(=O)O (acetic acid), [Br-].[Br-].[Br-].[NH+]1=CC=CC=C1.[NH+]1=CC=CC=C1.[NH+]1=CC=CC=C1 (pyridinium tribromide), C(C)(=O)O (acetic acid), COC=1C=C2C=CNC2=CC1 (5-methoxyindole). Reagents/catalysts: [Zn] (Zinc). Solvent: CC(C)(C)O (t-BuOH). Run at time 3 hour. Yields the product BrC1=C2CC(NC2=CC=C1OC)=O (4-bromo-5-methoxy-1,3-dihydro-indol-2-one). The yield is 26.0%. RXN SMILES: [CH3:1][O:2][C:3]1[CH:4]=[C:5]2[C:9](=[CH:10][CH:11]=1)[NH:8][CH:7]=[CH:6]2.C([OH:14])C.C(O)(=O)C.[Br-:19].[Br-].[Br-].[NH+]1C=CC=CC=1.[NH+]1C=CC=CC=1.[NH+]1C=CC=CC=1>CC(O)(C)C.[Zn]>[Br:19][C:4]1[C:3]([O:2][CH3:1])=[CH:11][CH:10]=[C:9]2[C:5]=1[CH2:6][C:7](=[O:14])[NH:8]2 |f:3.4.5.6.7.8|. Procedure details: To the suspension of 5-methoxyindole (5.0 g, 34 mmol) in t-BuOH: ethanol: acetic acid (215 mL: 127 mL: 66 mL) was added pyridinium tribromide (32.6 g, 102 mmol) portionwise. The mixture was stirred at room temperature for 3 hours, and then to the mixture was added with more acetic acid (165 mL). Zinc dust (11.1 g, 170 mmol) was added to the reaction mixture portionwise. After stirring for one hour, the unreacted zinc was filtered off, and the solvent was removed under reduced pressure. The resid... Yields the product OCC=1SC2=NC=C(C=C2N1)NC(=O)C=1N(C2=CC(=CC=C2C1)[Si](C)(C)C)CC=1SC=CN1 (N-(2-Hydroxymethylthiazolo[5,4-b]pyrid-6-yl)-6-trimethylsilyl-1-[(thiazol-2-yl)-methyl]-1H-indole-2-carboxamide). Reactants: C[Si](C1=CC=C2C=C(N(C2=C1)CC=1SC=CN1)C(=O)OCC)(C)C (ethyl 6-trimethylsilyl-1-[(thiazol-2-yl)]methyl-1H-indole-2-carboxylate), C[Al](C)C (trimethylaluminium), CC(C(=O)OCC=1SC2=NC=C(C=C2N1)N)(C)C ((6-amino-thiazolo[5,4-b]pyrid-2-yl)methyl 2,2-dimethylpropanoate). Reported procedure: This compound was prepared according to a process similar to that described in step 16.2, by reacting 200 mg (0.523 mmol) of ethyl 6-trimethylsilyl-1-[(thiazol-2-yl)]methyl-1H-indole-2-carboxylate, prepared in the preceding step, with 178 mg (0.670 mmol) of (6-amino-thiazolo[5,4-b]pyrid-2-yl)methyl 2,2-dimethylpropanoate, obtained in step 4.2, in the presence of 0.39 mL (0.784 mmol) of a solution of trimethylaluminium (2M/toluene). The product was isolated by purification by chromatography on a ... RXN SMILES: [CH3:1][Si:2]([CH3:24])([CH3:23])[C:3]1[CH:11]=[C:10]2[C:6]([CH:7]=[C:8]([C:18](OCC)=[O:19])[N:9]2[CH2:12][C:13]2[S:14][CH:15]=[CH:16][N:17]=2)=[CH:5][CH:4]=1.CC(C)(C)C([O:29][CH2:30][C:31]1[S:32][C:33]2[C:38]([N:39]=1)=[CH:37][C:36]([NH2:40])=[CH:35][N:34]=2)=O.C[Al](C)C>>[OH:29][CH2:30][C:31]1[S:32][C:33]2[C:38]([N:39]=1)=[CH:37][C:36]([NH:40][C:18]([C:8]1[N:9]([CH2:12][C:13]3[S:14][CH:15]=[CH:16][N:17]=3)[C:10]3[C:6]([CH:7]=1)=[CH:5][CH:4]=[C:3]([Si:2]([CH3:24])([CH3:23])[CH3:1])[CH:11]=3)=[O:19])=[CH:35][N:34]=2. The yield is 149.9%. Starting materials: COC1=CCC(C(C)=O)CC1, C[O-], [Na+], O, Oc1ccc(O)cc1, Cc1ccc(S(=O)(=O)O)cc1, c1ccccc1. Yields the product COC12CCC(CC1)C(=O)C2. As a reaction SMILES: [C:20]([CH3:21])(=[O:22])[CH:23]1[CH2:24][CH:25]=[C:26]([O:29][CH3:30])[CH2:27][CH2:28]1.[CH3:31][O-:32].[Na+:33].[OH2:40].[OH:12][c:13]1[cH:14][cH:15][c:16]([OH:17])[cH:18][cH:19]1.[c:1]1([CH3:2])[cH:3][cH:4][c:5]([S:6]([OH:7])(=[O:8])=[O:9])[cH:10][cH:11]1.[cH:34]1[cH:35][cH:36][cH:37][cH:38][cH:39]1>>[C:20]1(=[O:22])[CH2:21][C:26]2([O:29][CH3:30])[CH2:25][CH2:24][CH:23]1[CH2:28][CH2:27]2.